Dataset: the Open Reaction Database (ORD), a public repository of structured organic reaction records. Task: describe an organic reaction: reactants, conditions, products, and yield As a reaction SMILES: [CH2:27]([CH3:28])[O:29][C:30](=[O:31])[c:32]1[cH:33][cH:34][c:35]([B:38]([OH:39])[OH:40])[cH:36][cH:37]1.[Cl:1][c:2]1[c:3]([CH:8]([CH3:9])[O:10][C:11]([NH:12][c:13]2[c:14]([CH3:25])[n:15][o:16][c:17]2-[c:18]2[cH:19][cH:20][c:21]([Br:24])[cH:22][cH:23]2)=[O:26])[cH:4][cH:5][cH:6][cH:7]1>>[Cl:1][c:2]1[c:3]([CH:8]([CH3:9])[O:10][C:11]([NH:12][c:13]2[c:14]([CH3:25])[n:15][o:16][c:17]2-[c:18]2[cH:19][cH:20][c:21](-[c:35]3[cH:34][cH:33][c:32]([C:30]([O:29][CH2:27][CH3:28])=[O:31])[cH:37][cH:36]3)[cH:22][cH:23]2)=[O:26])[cH:4][cH:5][cH:6][cH:7]1. Reactants: CCOC(=O)c1ccc(B(O)O)cc1, Cc1noc(-c2ccc(Br)cc2)c1NC(=O)OC(C)c1ccccc1Cl. The product is CCOC(=O)c1ccc(-c2ccc(-c3onc(C)c3NC(=O)OC(C)c3ccccc3Cl)cc2)cc1. The reactants are CC(C)([O-])C.[K+] (potassium tert-butoxide), C(#N)CP(OCC)(OCC)=O (diethyl cyanomethylphosphonate), O=CCN1CCN(CC1)C(=O)OC(C)(C)C (tert-butyl 4-(2-oxoethyl)piperazine-1-carboxylate). The solvent is C1CCOC1 (THF), C1CCOC1 (THF), C1CCOC1 (THF). The product is C(#N)/C=C/CN1CCN(CC1)C(=O)OC(C)(C)C (tert-butyl 4-[(2E)-3-cyanoprop-2-en-1-yl]piperazine-1-carboxylate). Yield: 68.8%. As a reaction SMILES: CC(C)([O-])C.[K+].[C:7]([CH2:9]P(=O)(OCC)OCC)#[N:8].O=[CH:19][CH2:20][N:21]1[CH2:26][CH2:25][N:24]([C:27]([O:29][C:30]([CH3:33])([CH3:32])[CH3:31])=[O:28])[CH2:23][CH2:22]1>C1COCC1>[C:7](/[CH:9]=[CH:19]/[CH2:20][N:21]1[CH2:26][CH2:25][N:24]([C:27]([O:29][C:30]([CH3:33])([CH3:32])[CH3:31])=[O:28])[CH2:23][CH2:22]1)#[N:8] |f:0.1|. Reported procedure: To a solution of 1 M of potassium tert-butoxide in THF (45.5 mL, 0.0455 mol) at 0° C. was added drop wise a solution of diethyl cyanomethylphosphonate (7.72 mL, 0.0477 mol) in THF (70 mL). The reaction mixture was warmed up to at RT, cooled to 0° C. again, and a solution of tert-butyl 4-(2-oxoethyl)piperazine-1-carboxylate (9.90 g, 0.0434 mol) in THF (10 mL) was added. The reaction mixture was allowed to warm up to RT and stirred for 2 more hours. After being quenched with water, the mixture was... As a reaction SMILES: [C:23]([c:24]1[cH:25][cH:26][cH:27][cH:28][cH:29]1)([Cl:30])=[O:31].[CH:16]([NH:17][CH:18]([CH3:19])[CH3:20])([CH3:21])[CH3:22].[Cl:32][CH2:33][Cl:34].[c:1]1([CH:7]([CH:8]=[CH2:9])[NH:10][CH:11]2[CH2:12][CH2:13][CH2:14][CH2:15]2)[cH:2][cH:3][cH:4][cH:5][cH:6]1>>[c:1]1([CH:7]([CH:8]=[CH2:9])[N:10]([CH:11]2[CH2:12][CH2:13][CH2:14][CH2:15]2)[CH2:23][c:24]2[cH:25][cH:26][cH:27][cH:28][cH:29]2)[cH:2][cH:3][cH:4][cH:5][cH:6]1. Starting materials: O=C(Cl)c1ccccc1, CC(C)NC(C)C, ClCCl, C=CC(NC1CCCC1)c1ccccc1. The product is C=CC(c1ccccc1)N(Cc1ccccc1)C1CCCC1. Reaction SMILES: [CH2:17]1[O:18][CH2:19][CH2:20][CH2:21]1.[Cl:3][CH2:4][CH2:5][CH2:6][C:7](=[O:8])[NH:9][N:10]1[CH2:11][CH2:12][CH2:13][CH2:14][CH2:15]1.[H-:2].[Na+:1].[OH2:16]>>[CH2:4]1[CH2:5][CH2:6][C:7](=[O:8])[N:9]1[N:10]1[CH2:11][CH2:12][CH2:13][CH2:14][CH2:15]1. The product is O=C1CCCN1N1CCCCC1. Starting materials: C1CCOC1, O=C(CCCCl)NN1CCCCC1, [H-], [Na+], O. The reactants are CC1C(C2=C(C=CC(C2C1C1=CC=CC=C1)(C)C)OCC=CC)=O (2,3-dihydro-2,4-dimethyl-3-phenyl-4-methyl-7-crotyloxy-1H-inden-1-one), C1CCCC2=CC=CC=C12 (tetrahydronaphthalene). Product: CC1C(C2=C(C(=CC(=C2C1C1=CC=CC=C1)C)C(C=C)C)O)=O (2,3-dihydro-2, 4-dimethyl-3-phenyl-6-(1-buten-3-yl)-7-hydroxy-1H-inden-1-one). RXN SMILES: [CH3:1][CH:2]1[CH:10]([C:11]2[CH:16]=[CH:15][CH:14]=[CH:13][CH:12]=2)[CH:9]2[C:4](=[C:5]([O:19]CC=CC)[CH:6]=[CH:7][C:8]2([CH3:18])C)[C:3]1=[O:24].[CH2:25]1[C:34]2C(=CC=CC=2)C[CH2:27][CH2:26]1>>[CH3:1][CH:2]1[CH:10]([C:11]2[CH:16]=[CH:15][CH:14]=[CH:13][CH:12]=2)[C:9]2[C:4](=[C:5]([OH:19])[C:6]([CH:26]([CH3:27])[CH:25]=[CH2:34])=[CH:7][C:8]=2[CH3:18])[C:3]1=[O:24]. Reported procedure: 11 Grams of 2,3-dihydro-2,4-dimethyl-3-phenyl-4-methyl-7-crotyloxy-1H-inden-1-one was added to 55 ml of tetrahydronaphthalene and the mixture was heated and refluxed for 6 hours with stirring condition. After the reaction was completed, the reaction mixture was concentrated by removal of the solvent, and the residue thus obtained was purified by means of a silica gel column chromatography. 11.2 Grams of 2,3-dihydro-2, 4-dimethyl-3-phenyl-6-(1-buten-3-yl)-7-hydroxy-1H-inden-1-one was obtained as ...